Dataset: the Open Reaction Database (ORD), a public repository of structured organic reaction records. Task: describe an organic reaction: reactants, conditions, products, and yield The reactants are BrCCC=1C2=C(C=3C(NC(=NC3C1)NC(C(C)(C)C)=O)=O)C=CC=C2 (N-(6-(bromoethyl)-1,2-dihydro-1-oxobenzo[f]quinazolin-3-yl)pivalamide), C(C)(=O)O (acetic acid). Solvent: C[O-].[Na+] (sodium methoxide). Run at temperature 65 celsius. Product: NC1=NC=2C=C(C3=C(C2C(N1)=O)C=CC=C3)COC (3-amino-6-(methoxymethyl)benzo[f]quinazolin-1(2H)-one). RXN SMILES: BrC[CH2:3][C:4]1[C:5]2[CH:25]=[CH:24][CH:23]=[CH:22][C:6]=2[C:7]2[C:8](=[O:21])[NH:9][C:10]([NH:14]C(=O)C(C)(C)C)=[N:11][C:12]=2[CH:13]=1.[C:26](O)(=[O:28])C>C[O-].[Na+]>[NH2:14][C:10]1[NH:9][C:8](=[O:21])[C:7]2[C:6]3[CH:22]=[CH:23][CH:24]=[CH:25][C:5]=3[C:4]([CH2:3][O:28][CH3:26])=[CH:13][C:12]=2[N:11]=1 |f:2.3|. Procedure details: A solution of N-(6-(bromoethyl)-1,2-dihydro-1-oxobenzo[f]quinazolin-3-yl)pivalamide (0.28 g, 0.72 mmole) in 0.3M sodium methoxide (25 ml) was stirred and heated at 65° C. under a nitrogen atmosphere for 4 hours. After cooling, the mixture was acidified to pH 6 with glacial acetic acid, and then all solvent was removed under reduced pressure. The residue was triturated with water (20 ml), then filtered, washed with water and acetone, and dried to give 3-amino-6-(methoxymethyl)benzo[f]quinazolin-1... Starting materials: CC=1N(C(=CC1)C)C1=C(C=C(C=C1)OCC)C (2,5-dimethyl-1-(4-ethoxy-2-methylphenyl)pyrrole), C(C)(=O)OC(C)=O (acetic anhydride), I (hydriodic acid). Product: C(C)(=O)C1=C(N(C(=C1)C)C1=C(C=C(C=C1)OCC)C)C (3-acetyl-2,5-dimethyl-1-(4-ethoxy-2-methylphenyl)pyrrole). RXN SMILES: [CH3:1][C:2]1[N:3]([C:8]2[CH:13]=[CH:12][C:11]([O:14][CH2:15][CH3:16])=[CH:10][C:9]=2[CH3:17])[C:4]([CH3:7])=[CH:5][CH:6]=1.[C:18](OC(=O)C)(=[O:20])[CH3:19].I>>[C:18]([C:5]1[CH:6]=[C:2]([CH3:1])[N:3]([C:8]2[CH:13]=[CH:12][C:11]([O:14][CH2:15][CH3:16])=[CH:10][C:9]=2[CH3:17])[C:4]=1[CH3:7])(=[O:20])[CH3:19]. Procedure details: Utilizing the general procedure outlined in EXAMPLE 1, 2,5-dimethyl-1-(4-ethoxy-2-methylphenyl)pyrrole (2.29 g, 10 mmol), acetic anhydride (5 mL), and hydriodic acid (0.13 mL, 1.7 mmol) reacted to give 3-acetyl-2,5-dimethyl-1-(4-ethoxy-2-methylphenyl)pyrrole as a tan solid: 1H NMR (CDCl3, 500 MHz) δ 6.99 (d, 1H), 6.85 (d, 1H), 6.79 (dd, 1H), 6.32 (s, 1H), 4.06 (q, 2H), 2.42 (s, 3H), 2.22 (s, 3H), 1.89 (s, 3H), 1.88 (s, 3H), 1.44 (t, 3H); MS (ESI) 272 (M +H)+. Reactants: CO, CC(NC(=O)c1ccc(C(=O)N2CCCC2CCNC(=O)OC(C)(C)C)c(Cl)c1)c1nc2cc(Cl)ccc2[nH]1, ClCCl, Cl, N, O=C(O)C(F)(F)F. Yields the product CC(NC(=O)c1ccc(C(=O)N2CCCC2CCN)c(Cl)c1)c1nc2cc(Cl)ccc2[nH]1. RXN SMILES: [CH3:48][OH:49].[Cl:1][c:2]1[cH:3][c:4]2[c:5]([nH:6][c:7]([CH:9]([CH3:10])[NH:11][C:12]([c:13]3[cH:14][c:15]([Cl:36])[c:16]([C:19](=[O:20])[N:21]4[CH:22]([CH2:26][CH2:27][NH:28][C:29]([O:30][C:31]([CH3:32])([CH3:33])[CH3:34])=[O:35])[CH2:23][CH2:24][CH2:25]4)[cH:17][cH:18]3)=[O:37])[n:8]2)[cH:38][cH:39]1.[Cl:50][CH2:51][Cl:52].[Cl:53].[NH3:47].[OH:40][C:41]([C:42]([F:43])([F:44])[F:45])=[O:46]>>[Cl:1][c:2]1[cH:3][c:4]2[c:5]([nH:6][c:7]([CH:9]([CH3:10])[NH:11][C:12]([c:13]3[cH:14][c:15]([Cl:36])[c:16]([C:19](=[O:20])[N:21]4[CH:22]([CH2:26][CH2:27][NH2:28])[CH2:23][CH2:24][CH2:25]4)[cH:17][cH:18]3)=[O:37])[n:8]2)[cH:38][cH:39]1. The reactants are FC(C(=O)O)(F)F.FC(C(=O)O)(F)F.ClC=1C=NC=2NC=3C=NC=C(CCC4=C(C=CC(NC1N2)=C4)NC(CC4CCNCC4)=O)C3 (N-[6-chloro-2,4,8,18,22-pentaazatetracyclo[14.3.1.1(3,7).1(9,13)]docosa-1(20),3(22),4,6,9(21),10,12,16,18-nonaen-12-yl]-2-piperidin-4-ylacetamide bis(trifluoroacetate)), C(C1=CC=NC=C1)(=O)Cl (isonicotinoyl chloride). Product: FC(C(=O)O)(F)F.FC(C(=O)O)(F)F.FC(C(=O)O)(F)F.ClC=1C=NC=2NC=3C=NC=C(CCC4=C(C=CC(NC1N2)=C4)NC(CC4CCN(CC4)C(C4=CC=NC=C4)=O)=O)C3 (N-[6-Chloro-2,4,8,18,22-pentaazatetracyclo[14.3.1.1(3,7).1(9,13)]docosa-1(20),3(22),4,6,9(21),10,12,16,18-nonaen-12-yl]-2-(1-isonicotinoylpiperidin-4-yl)acetamide tris(trifluoroacetate)). Isolated yield 43.0%. Reaction SMILES: [F:1][C:2]([F:7])([F:6])[C:3]([OH:5])=[O:4].[F:8][C:9]([F:14])([F:13])[C:10]([OH:12])=[O:11].[Cl:15][C:16]1[CH:17]=[N:18][C:19]2[NH:20][C:21]3[CH:22]=[N:23][CH:24]=[C:25]([CH:47]=3)[CH2:26][CH2:27][C:28]3[CH:36]=[C:32]([NH:33][C:34]=1[N:35]=2)[CH:31]=[CH:30][C:29]=3[NH:37][C:38](=[O:46])[CH2:39][CH:40]1[CH2:45][CH2:44][NH:43][CH2:42][CH2:41]1.[C:48](Cl)(=[O:55])[C:49]1[CH:54]=[CH:53][N:52]=[CH:51][CH:50]=1>>[F:1][C:2]([F:7])([F:6])[C:3]([OH:5])=[O:4].[F:8][C:9]([F:14])([F:13])[C:10]([OH:12])=[O:11].[F:1][C:2]([F:7])([F:6])[C:3]([OH:5])=[O:4].[Cl:15][C:16]1[CH:17]=[N:18][C:19]2[NH:20][C:21]3[CH:22]=[N:23][CH:24]=[C:25]([CH:47]=3)[CH2:26][CH2:27][C:28]3[CH:36]=[C:32]([NH:33][C:34]=1[N:35]=2)[CH:31]=[CH:30][C:29]=3[NH:37][C:38](=[O:46])[CH2:39][CH:40]1[CH2:45][CH2:44][N:43]([C:48](=[O:55])[C:49]2[CH:54]=[CH:53][N:52]=[CH:51][CH:50]=2)[CH2:42][CH2:41]1 |f:0.1.2,4.5.6.7|. Reported procedure: The desired compound was prepared according to the procedure of Example A20 using of N-[6-chloro-2,4,8,18,22-pentaazatetracyclo[14.3.1.1(3,7).1(9,13)]docosa-1(20),3(22),4,6,9(21),10,12,16,18-nonaen-12-yl]-2-piperidin-4-ylacetamide bis(trifluoroacetate) and isonicotinoyl chloride as starting materials in 43% yield. LCMS for C30H30ClN8O2 (M+H)+: m/z=569.2. Reactants: CCC(O)c1ccnc(Br)c1, CC(=O)OI1(OC(C)=O)(OC(C)=O)OC(=O)c2ccccc21, ClCCl, [Na+], [Na+], O=C([O-])[O-]. The product is CCC(=O)c1ccnc(Br)c1. As a reaction SMILES: [Br:1][c:2]1[n:3][cH:4][cH:5][c:6]([CH:8]([CH2:9][CH3:10])[OH:11])[cH:7]1.[CH3:12][C:13]([O:14][I:15]1([O:25][C:26]([CH3:27])=[O:28])([O:29][C:30]([CH3:31])=[O:32])[c:16]2[c:17]([cH:18][cH:19][cH:20][cH:21]2)[C:22](=[O:23])[O:24]1)=[O:33].[Cl:34][CH2:35][Cl:36].[Na+:37].[Na+:38].[O-:39][C:40](=[O:41])[O-:42]>>[Br:1][c:2]1[n:3][cH:4][cH:5][c:6]([C:8]([CH2:9][CH3:10])=[O:11])[cH:7]1. Reactants: N(=[N+]=[N-])CC1=NNN=C1C1=C(C=C(C=C1)Cl)C(C1=CC=CC=C1)=O (4-azidomethyl-5-[4-chloro-2-(benzoyl)phenyl]-2H-1,2,3-triazole), [H][H] (hydrogen). The reagents and catalysts are [Ni] (Raney nickel). Run in C(C)O (ethanol). Conditions: time 1 hour. The product is ClC1=CC2=C(C=3C(CN=C2C2=CC=CC=C2)=NNN3)C=C1 (8-Chloro-6-phenyl-2H,4H-[1,2,3]triazolo[4,5-d][2]benzazepine). Yield: 76.2%. As a reaction SMILES: [N:1]([CH2:4][C:5]1[C:9]([C:10]2[CH:15]=[CH:14][C:13]([Cl:16])=[CH:12][C:11]=2[C:17](=O)[C:18]2[CH:23]=[CH:22][CH:21]=[CH:20][CH:19]=2)=[N:8][NH:7][N:6]=1)=[N+]=[N-].[H][H]>[Ni].C(O)C>[Cl:16][C:13]1[CH:14]=[CH:15][C:10]2[C:9]3[C:5](=[N:6][NH:7][N:8]=3)[CH2:4][N:1]=[C:17]([C:18]3[CH:23]=[CH:22][CH:21]=[CH:20][CH:19]=3)[C:11]=2[CH:12]=1. Procedure details: A mixture of 3 g (8.9 mmole) of 4-azidomethyl-5-[4-chloro-2-(benzoyl)phenyl]-2H-1,2,3-triazole and about 3 teaspoonsful of Raney nickel in 150 ml of ethanol was shaken in a Parr bottle with an initial hydrogen pressure of 5 p.s.i. for 1 hr. The catalyst was removed by filtration and the filtrate was concentrated at reduced pressure to give 2 g of gummy solid. The residue was chromatographed over silica gel using a 1:1 mixture of ethyl acetate and methylene chloride as eluent. Evaporation of the ...